Dataset: the Open Reaction Database (ORD), a public repository of structured organic reaction records. Task: describe an organic reaction: reactants, conditions, products, and yield The reactants are Cl (hydrochloric acid), BrC1=C(C=C(C2=CC=CC=C12)OCCCCC)C=1C=C(C=CC(=O)O)C=CC1 (3-(1-Bromo-4-pentyloxynaphthalene-2-yl)cinnamic acid), C1CCOC1 (THF), C(CCC)[Li] (n-butyllithium). Solvent: O (Water), CCCCCC (hexane). Conditions: temperature -78 celsius, time 1 hour. Product: C(CCCC)OC1=CC(=CC2=CC=CC=C12)C=1C=C(C=CC(=O)O)C=CC1 (3-(4-pentyloxynaphthalene-2-yl)cinnamic acid). Yield: 46.6%. Reaction SMILES: Br[C:2]1[C:11]2[C:6](=[CH:7][CH:8]=[CH:9][CH:10]=2)[C:5]([O:12][CH2:13][CH2:14][CH2:15][CH2:16][CH3:17])=[CH:4][C:3]=1[C:18]1[CH:19]=[C:20]([CH:26]=[CH:27][CH:28]=1)[CH:21]=[CH:22][C:23]([OH:25])=[O:24].C1COCC1.C([Li])CCC.Cl>O.CCCCCC>[CH2:13]([O:12][C:5]1[C:6]2[C:11](=[CH:10][CH:9]=[CH:8][CH:7]=2)[CH:2]=[C:3]([C:18]2[CH:19]=[C:20]([CH:26]=[CH:27][CH:28]=2)[CH:21]=[CH:22][C:23]([OH:25])=[O:24])[CH:4]=1)[CH2:14][CH2:15][CH2:16][CH3:17]. Procedure: 3-(1-Bromo-4-pentyloxynaphthalene-2-yl)cinnamic acid (100 mg, 0.275 mmol) and THF (2 ml) were mixed in a reaction vessel replaced with argon, and this solution was cooled to -78° C. A hexane solution (1.6M, 0.38 ml) of n-butyllithium (0.6 mmol) was added, and the mixture was stirred for 1 hour. Water (1 ml) and conc. hydrochloric acid were added to make this solution acidic (pH=1), and the aqueous layer was extracted 4 times with ethyl acetate (5 ml). The organic layers were combined, washed 3 t... Starting materials: CC(C)=O, N#Cc1ccc2c(c1)COC2(CCCCl)c1ccc(F)cc1, [I-], [Na+]. Yields the product N#Cc1ccc2c(c1)COC2(CCCI)c1ccc(F)cc1. Reaction SMILES: [CH3:25][C:26](=[O:27])[CH3:28].[Cl:1][CH2:2][CH2:3][CH2:4][C:5]1([c:16]2[cH:17][cH:18][c:19]([F:22])[cH:20][cH:21]2)[O:6][CH2:7][c:8]2[cH:9][c:10]([C:14]#[N:15])[cH:11][cH:12][c:13]21.[I-:24].[Na+:23]>>[CH2:2]([CH2:3][CH2:4][C:5]1([c:16]2[cH:17][cH:18][c:19]([F:22])[cH:20][cH:21]2)[O:6][CH2:7][c:8]2[cH:9][c:10]([C:14]#[N:15])[cH:11][cH:12][c:13]21)[I:24].